Dataset: the Open Reaction Database (ORD), a public repository of structured organic reaction records. Task: describe an organic reaction: reactants, conditions, products, and yield Reactants: BrC=1C(=C(C(=NC1C)C)[C@@H](C(=O)OC(C)C)OC(C)(C)C)N1CCC(CC1)C1=NC(=NO1)C(C)C ((S)-isopropyl 2-(5-bromo-4-(4-(3-isopropyl-1,2,4-oxadiazol-5-yl)piperidin-1-yl)-2,6-dimethylpyridin-3-yl)-2-(tert-butoxy)acetate), FC1=CC=C(CCOC2=CC=C(C=C2)B2OC(CN(CC(O2)=O)C)=O)C=C1 (2-(4-(4-fluorophenethoxy)phenyl)-6-methyl-1,3,6,2-dioxazaborocane-4,8-dione), C1(CCCCC1)P(C1=C(C=CC=C1)C1=C(C=CC=C1OC)OC)C1CCCCC1 (2-dicyclohexylphosphino-2′,6′-dimethoxy-biphenyl), [O-]P(=O)([O-])[O-].[K+].[K+].[K+] (potassium phosphate tribasic). Reagents/catalysts: C(C)(=O)O[Pd]OC(C)=O (diacetoxypalladium). Solvent: O1CCOCC1 (dioxane), O (water), CCOC(=O)C (EtOAc). Run at temperature 80 celsius, time 4 hour. Yields the product C(C)(C)(C)O[C@H](C(=O)OC(C)C)C=1C(=NC(=C(C1N1CCC(CC1)C1=NC(=NO1)C(C)C)C1=CC=C(C=C1)OCCC1=CC=C(C=C1)F)C)C ((S)-isopropyl 2-(tert-butoxy)-2-(5-(4-(4-fluorophenethoxy)phenyl)-4-(4-(3-isopropyl-1,2,4-oxadiazol-5-yl)piperidin-1-yl)-2,6-dimethylpyridin-3-yl)acetate). The yield is 18.4%. RXN SMILES: Br[C:2]1[C:3]([N:22]2[CH2:27][CH2:26][CH:25]([C:28]3[O:32][N:31]=[C:30]([CH:33]([CH3:35])[CH3:34])[N:29]=3)[CH2:24][CH2:23]2)=[C:4]([C@H:10]([O:17][C:18]([CH3:21])([CH3:20])[CH3:19])[C:11]([O:13][CH:14]([CH3:16])[CH3:15])=[O:12])[C:5]([CH3:9])=[N:6][C:7]=1[CH3:8].[F:36][C:37]1[CH:62]=[CH:61][C:40]([CH2:41][CH2:42][O:43][C:44]2[CH:49]=[CH:48][C:47](B3OC(=O)CN(C)CC(=O)O3)=[CH:46][CH:45]=2)=[CH:39][CH:38]=1.C1(P(C2CCCCC2)C2C=CC=CC=2C2C(OC)=CC=CC=2OC)CCCCC1.[O-]P([O-])([O-])=O.[K+].[K+].[K+]>O1CCOCC1.O.CCOC(C)=O.C(O[Pd]OC(=O)C)(=O)C>[C:18]([O:17][C@@H:10]([C:4]1[C:5]([CH3:9])=[N:6][C:7]([CH3:8])=[C:2]([C:47]2[CH:46]=[CH:45][C:44]([O:43][CH2:42][CH2:41][C:40]3[CH:39]=[CH:38][C:37]([F:36])=[CH:62][CH:61]=3)=[CH:49][CH:48]=2)[C:3]=1[N:22]1[CH2:27][CH2:26][CH:25]([C:28]2[O:32][N:31]=[C:30]([CH:33]([CH3:35])[CH3:34])[N:29]=2)[CH2:24][CH2:23]1)[C:11]([O:13][CH:14]([CH3:16])[CH3:15])=[O:12])([CH3:20])([CH3:21])[CH3:19] |f:3.4.5.6|. Procedure details: The diacetoxypalladium (6.11 mg, 0.027 mmol) was added to a nitrogen purged and degassed solution of (S)-isopropyl 2-(5-bromo-4-(4-(3-isopropyl-1,2,4-oxadiazol-5-yl)piperidin-1-yl)-2,6-dimethylpyridin-3-yl)-2-(tert-butoxy)acetate (150 mg, 0.272 mmol), 2-(4-(4-fluorophenethoxy)phenyl)-6-methyl-1,3,6,2-dioxazaborocane-4,8-dione (111 mg, 0.299 mmol), and 2-dicyclohexylphosphino-2′,6′-dimethoxy-biphenyl (22.30 mg, 0.054 mmol), and potassium phosphate tribasic (432 mg, 2.040 mmol) in dioxane (4.5 mL)... Starting materials: CCOC(=O)c1c(NC(=O)C23CC4CC(CC2C4)C3)sc2c1C1CCC(C2)O1, CCO, [K+], [OH-]. Yields the product O=C(O)c1c(NC(=O)C23CC4CC(CC2C4)C3)sc2c1C1CCC(C2)O1. As a reaction SMILES: [CH2:1]1[CH:2]2[CH2:3][C:4]3([C:10](=[O:11])[NH:12][c:13]4[c:14]([C:24](=[O:25])[O:26][CH2:27][CH3:28])[c:15]5[c:16]([s:17]4)[CH2:18][CH:19]4[CH2:20][CH2:21][CH:22]5[O:23]4)[CH2:5][CH:6]([CH2:7][CH:8]13)[CH2:9]2.[CH3:31][CH2:32][OH:33].[K+:30].[OH-:29]>>[CH2:1]1[CH:2]2[CH2:3][C:4]3([C:10](=[O:11])[NH:12][c:13]4[c:14]([C:24](=[O:25])[OH:26])[c:15]5[c:16]([s:17]4)[CH2:18][CH:19]4[CH2:20][CH2:21][CH:22]5[O:23]4)[CH2:5][CH:6]([CH2:7][CH:8]13)[CH2:9]2.